From a dataset of the Open Reaction Database (ORD), a public repository of structured organic reaction records. describe an organic reaction: reactants, conditions, products, and yield Starting materials: [I-].C(C)[N+]1=CC=C(C)C2=CC=CC=C12 (1-Ethyllepidinium iodide), ClC1=C(C=CC=C1[N+](=O)[O-])[N+](=O)[O-] (1-chloro-2,6-dinitrobenzene), C(C)(C)N(CC)C(C)C (diisopropylethylamine). The solvent is C(C)#N (acetonitrile). Reaction conditions: time 8 hour. Product: [N+](=O)([O-])C1=C(C=C2C=CN(C3=CC=CC=C23)CC)C(=CC=C1)[N+](=O)[O-] (4-(2,6-dinitrobenzylidene)-1-ethyl-1,4-dihydroquinoline). Yield: 25.0%. Reaction SMILES: [I-].[CH2:2]([N+:4]1[C:14]2[C:9](=[CH:10][CH:11]=[CH:12][CH:13]=2)[C:7]([CH3:8])=[CH:6][CH:5]=1)[CH3:3].Cl[C:16]1[C:21]([N+:22]([O-:24])=[O:23])=[CH:20][CH:19]=[CH:18][C:17]=1[N+:25]([O-:27])=[O:26].C(N(C(C)C)CC)(C)C>C(#N)C>[N+:22]([C:21]1[CH:20]=[CH:19][CH:18]=[C:17]([N+:25]([O-:27])=[O:26])[C:16]=1[CH:8]=[C:7]1[C:9]2[C:14](=[CH:13][CH:12]=[CH:11][CH:10]=2)[N:4]([CH2:2][CH3:3])[CH:5]=[CH:6]1)([O-:24])=[O:23] |f:0.1|. Procedure: 1-Ethyllepidinium iodide (3.0 g., 10 mmole) and 1-chloro-2,6-dinitrobenzene (2.5 g., 12 mmole) are warmed in acetonitrile (50 ml.) and diisopropylethylamine (2.6 g., 20 mmole) is added. The resulting dark mixture is allowed to cool and stand overnight. The precipitate of dye is filtered off and washed with acetonitrile and ether. On recrystallization from acetonitrile, a 25% yield (0.85 g.) of purified dye is obtained with a m.p. of 154°-155° C. dec.